Dataset: the Open Reaction Database (ORD), a public repository of structured organic reaction records. Task: describe an organic reaction: reactants, conditions, products, and yield The reactants are C#C[Si](C)(C)C, [Cu]I, COc1ccc(-c2ccc(=O)n(Cc3ccc(I)nc3)c2)cc1, CN(C)C=O, Cl[Pd]Cl, c1ccc(P(c2ccccc2)c2ccccc2)cc1, c1ccc(P(c2ccccc2)c2ccccc2)cc1. The product is COc1ccc(-c2ccc(=O)n(Cc3ccc(C#C[Si](C)(C)C)nc3)c2)cc1. Reaction SMILES: [CH3:24][Si:25]([CH3:26])([CH3:27])[C:28]#[CH:29].[Cu:71][I:72].[I:1][c:2]1[cH:3][cH:4][c:5]([CH2:8][n:9]2[c:10](=[O:23])[cH:11][cH:12][c:13](-[c:15]3[cH:16][cH:17][c:18]([O:21][CH3:22])[cH:19][cH:20]3)[cH:14]2)[cH:6][n:7]1.[O:73]=[CH:74][N:75]([CH3:76])[CH3:77].[Pd:30]([Cl:31])[Cl:32].[c:33]1([P:34]([c:35]2[cH:36][cH:37][cH:38][cH:39][cH:40]2)[c:41]2[cH:42][cH:43][cH:44][cH:45][cH:46]2)[cH:47][cH:48][cH:49][cH:50][cH:51]1.[c:52]1([P:53]([c:54]2[cH:55][cH:56][cH:57][cH:58][cH:59]2)[c:60]2[cH:61][cH:62][cH:63][cH:64][cH:65]2)[cH:66][cH:67][cH:68][cH:69][cH:70]1>>[c:2]1([C:29]#[C:28][Si:25]([CH3:24])([CH3:26])[CH3:27])[cH:3][cH:4][c:5]([CH2:8][n:9]2[c:10](=[O:23])[cH:11][cH:12][c:13](-[c:15]3[cH:16][cH:17][c:18]([O:21][CH3:22])[cH:19][cH:20]3)[cH:14]2)[cH:6][n:7]1. Starting materials: C(CCC)N(CCCC)CCCC (tri-n-butylamine), C(C1=CC=CC=C1)Cl (benzyl chloride), Cl[SiH](Cl)Cl (trichlorosilane). Product: C(C1=CC=CC=C1)[Si](Cl)(Cl)Cl (benzyltrichlorosilane). Yield: 28.4%. RXN SMILES: C(N(CCCC)CCCC)CCC.[CH2:14](Cl)[C:15]1[CH:20]=[CH:19][CH:18]=[CH:17][CH:16]=1.[Cl:22][SiH:23]([Cl:25])[Cl:24]>>[CH2:14]([Si:23]([Cl:25])([Cl:24])[Cl:22])[C:15]1[CH:20]=[CH:19][CH:18]=[CH:17][CH:16]=1. Procedure: In the same apparatus and procedure as Example 1 above, 0.090 g (0.5 mmol) of tri-n-butylamine, 0.63 g (5.0 mmol) of benzyl chloride, and 3.41 g (25.2 mmol) of trichlorosilane were reacted at 150° C. for 6 hrs. The resulting mixture was distilled to give 0.32 g of benzyltrichlorosilane (yield; 29%). Starting materials: Cl (hydrochloric acid), FC(SC=1C=C(C=CC1)N1CCNCC1)(F)F (N-(m-trifluoromethylthiophenyl)-piperazine), C(C=C)(=O)OC (methyl acrylate), solution, [OH-].C(C1=CC=CC=C1)[N+](C)(C)C (benzyltrimethylammonium hydroxide). Solvent: O (water), C(C)(C)O (isopropyl alcohol), CO (methyl alcohol). Run at time 2 day. The product is Cl.COC(=O)CCN1CCN(CC1)C1=CC(=CC=C1)SC(F)(F)F (N-(β-methoxycarbonyl-ethyl)-N'-(m-trifluoromethylthiophenyl)-piperazine hydrochloride). Yield: 80.0%. As a reaction SMILES: [F:1][C:2]([F:17])([F:16])[S:3][C:4]1[CH:5]=[C:6]([N:10]2[CH2:15][CH2:14][NH:13][CH2:12][CH2:11]2)[CH:7]=[CH:8][CH:9]=1.[C:18]([O:22][CH3:23])(=[O:21])[CH:19]=[CH2:20].[OH-].C([N+](C)(C)C)C1C=CC=CC=1.[ClH:36]>CO.O.C(O)(C)C>[ClH:36].[CH3:23][O:22][C:18]([CH2:19][CH2:20][N:13]1[CH2:12][CH2:11][N:10]([C:6]2[CH:7]=[CH:8][CH:9]=[C:4]([S:3][C:2]([F:1])([F:16])[F:17])[CH:5]=2)[CH2:15][CH2:14]1)=[O:21] |f:2.3,8.9|. Reported procedure: N-(m-trifluoromethylthiophenyl)-piperazine (7 g, 0.0267 g.mol) and freshly distilled methyl acrylate (2.55 g, 0.0295 g.mol.) are introduced in a 50 ml round bottomed flask provided with a stirrer and reflux condenser. The temperature rises slightly. The mixture is allowed to cool and 0.1 ml of a 40% solution of benzyltrimethylammonium hydroxide in methyl alcohol is then added with stirring. The mixture is allowed to stand for 2 days at ambient temperature. Boiling isopropyl alcohol (60 ml) is th... As a reaction SMILES: [F:1][C:2]([F:11])([F:10])[C:3]1[CH:8]=[CH:7][C:6]([OH:9])=[CH:5][CH:4]=1.[CH2:12]([CH:14]1[O:16][CH2:15]1)Cl>>[F:1][C:2]([F:10])([F:11])[C:3]1[CH:4]=[CH:5][C:6]([O:9][CH2:12][CH:14]2[CH2:15][O:16]2)=[CH:7][CH:8]=1. The reactants are FC(C1=CC=C(C=C1)O)(F)F (4-trifluromethyl-phenol), C(Cl)C1CO1 (epichlorohydrin). Product: FC(C1=CC=C(OCC2OC2)C=C1)(F)F (2-(4-Trifluoromethyl-phenoxymethyl)-oxirane). Procedure: The title compound was prepared from 4-trifluromethyl-phenol and epichlorohydrin employing the procedures as set forth in Step 1 of Example 2. Starting materials: CS(=O)C (dimethylsulfoxide), Cl.Cl.NC1CNC1 (3-aminoazetidine dihydrochloride), NC1=C(C(=NC(=C1F)F)N1C=C(C(C2=CC(=C(C(=C12)Cl)F)F)=O)C(=O)O)F (1-(4-amino-3,5,6-trifluoropyridine-2-yl)-8-chloro-6,7-difluoro-4-oxo-1,4-dihydroquinoline-3-carboxylic acid). The solvent is C(C)N(CC)CC (triethylamine). Yields the product NC1CN(C1)C1=C(C=C2C(C(=CN(C2=C1Cl)C1=NC(=C(C(=C1F)N)F)F)C(=O)O)=O)F (7-(3-aminoazetidine-1-yl)-1-(4-amino-3,5,6-trifluoropyridine-2-yl)-8-chloro-6-fluoro-4-oxo-1,4-dihydroquinoline-3-carboxylic acid). The yield is 50.2%. RXN SMILES: CS(C)=O.Cl.Cl.[NH2:7][CH:8]1[CH2:11][NH:10][CH2:9]1.[NH2:12][C:13]1[C:18]([F:19])=[C:17]([F:20])[N:16]=[C:15]([N:21]2[C:30]3[C:25](=[CH:26][C:27]([F:33])=[C:28](F)[C:29]=3[Cl:31])[C:24](=[O:34])[C:23]([C:35]([OH:37])=[O:36])=[CH:22]2)[C:14]=1[F:38]>C(N(CC)CC)C>[NH2:7][CH:8]1[CH2:11][N:10]([C:28]2[C:29]([Cl:31])=[C:30]3[C:25]([C:24](=[O:34])[C:23]([C:35]([OH:37])=[O:36])=[CH:22][N:21]3[C:15]3[C:14]([F:38])=[C:13]([NH2:12])[C:18]([F:19])=[C:17]([F:20])[N:16]=3)=[CH:26][C:27]=2[F:33])[CH2:9]1 |f:1.2.3|. Reported procedure: To 1 ml dimethylsulfoxide solution of 70 mg of 3-aminoazetidine dihydrochloride and 250 mg of triethylamine at 80° C. was added 150 mg of 1-(4-amino-3,5,6-trifluoropyridine-2-yl)-8-chloro-6,7-difluoro-4-oxo-1,4-dihydroquinoline-3-carboxylic acid with stirring, and the mixture was stirred at 80° C. for 1 hour. The reaction solution was allowed to cool and decanted with diethylether. Ethanol was added to the residue to disperse the solid content, and the solid content was collected by filtration, ... Starting materials: C(C)(C)(C)OC(=O)N1C(=CC2=CC=CC=C12)C=1C=NC=C(C1)Br (2-(5-Bromo-pyridin-3-yl)-indole-1-carboxylic acid tert-butyl ester), Cl (HCl). The solvent is CCOC(=O)C (EtOAc). Reaction conditions: time 16 hour. The product is BrC=1C=C(C=NC1)C=1NC2=CC=CC=C2C1 (2-(5-bromo-pyridin-3-yl)-1H-indole). The yield is 81.7%. Reaction SMILES: C(OC([N:8]1[C:16]2[C:11](=[CH:12][CH:13]=[CH:14][CH:15]=2)[CH:10]=[C:9]1[C:17]1[CH:18]=[N:19][CH:20]=[C:21]([Br:23])[CH:22]=1)=O)(C)(C)C.Cl>CCOC(C)=O>[Br:23][C:21]1[CH:22]=[C:17]([C:9]2[NH:8][C:16]3[C:11]([CH:10]=2)=[CH:12][CH:13]=[CH:14][CH:15]=3)[CH:18]=[N:19][CH:20]=1. Procedure: 2-(5-Bromo-pyridin-3-yl)-indole-1-carboxylic acid tert-butyl ester (320 mg, 0.86 mmol) is added into 4.0 M HCl in EtOAc (10 mL) and the solution is stirred at room temperature for 16 hrs. The solvent is evaporated and the residue is dissolved in water and saturated aqueous NaHCO3 solution is used to adjusted the pH to 9-10. Then the mixture is extracted with DCM for three times. The organic layers are combined, dried over Na2SO4, filtered and concentrated to give 192 mg of the crude 2-(5-bromo-p... Run at temperature 100 celsius, time 2 hour. The yield is 61.8%. Reported procedure: A suspension of tert-butyl (7-benzyloxy-2-ethoxymethyl-1H-imidazo[4,5-c]quinolin-1-yl)carbamate (14.4 g, 32.1 mmol) in 100 mL of ethanol was treated with HCl in ethanol (38 mL, 160 mmol, 4.3 M). The mixture was heated to 100° C. under an atmosphere of nitrogen. After 2 h, the reaction mixture was cooled to ambient temperature at which point a solid precipitated from solution. The mixture was diluted with 100 mL of diethyl ether and the solid was triturated for 15 min. The solid was collected by ... Solvent: C(C)O (ethanol), C(C)O (ethanol). Reactants: C(C1=CC=CC=C1)OC=1C=CC=2C3=C(C=NC2C1)N=C(N3NC(OC(C)(C)C)=O)COCC (tert-butyl (7-benzyloxy-2-ethoxymethyl-1H-imidazo[4,5-c]quinolin-1-yl)carbamate), Cl (HCl). As a reaction SMILES: [CH2:1]([O:8][C:9]1[CH:10]=[CH:11][C:12]2[C:13]3[N:21]([NH:22]C(=O)OC(C)(C)C)[C:20]([CH2:30][O:31][CH2:32][CH3:33])=[N:19][C:14]=3[CH:15]=[N:16][C:17]=2[CH:18]=1)[C:2]1[CH:7]=[CH:6][CH:5]=[CH:4][CH:3]=1.Cl>C(O)C>[CH2:1]([O:8][C:9]1[CH:10]=[CH:11][C:12]2[C:13]3[N:21]([NH2:22])[C:20]([CH2:30][O:31][CH2:32][CH3:33])=[N:19][C:14]=3[CH:15]=[N:16][C:17]=2[CH:18]=1)[C:2]1[CH:3]=[CH:4][CH:5]=[CH:6][CH:7]=1. The product is C(C1=CC=CC=C1)OC=1C=CC=2C3=C(C=NC2C1)N=C(N3N)COCC (7-benzyloxy-2-ethoxymethyl-1H-imidazo[4,5-c]quinolin-1-amine). The reactants are CS(=O)(=O)NC1=CC=C(C=C1)NC(C(=O)O)=O (N-(4-methanesulfonylamino-phenyl)-oxalamic acid), COC1=CC=C(CC2CCNCC2)C=C1 (4-(4-methoxy-benzyl)-piperidine). Solvent: C(C)OCC (diethylether). Yields the product CS(=O)(=O)NC1=CC=C(C=C1)NC(C(=O)N1CCC(CC1)CC1=CC=C(C=C1)OC)=O (N-(4-Methanesulfonylamino-phenyl)-2-[4-[4-methoxy-benzyl)-piperidin-1-yl]-2-oxo-acetamide). Reaction SMILES: [CH3:1][S:2]([NH:5][C:6]1[CH:11]=[CH:10][C:9]([NH:12][C:13](=[O:17])[C:14]([OH:16])=O)=[CH:8][CH:7]=1)(=[O:4])=[O:3].[CH3:18][O:19][C:20]1[CH:32]=[CH:31][C:23]([CH2:24][CH:25]2[CH2:30][CH2:29][NH:28][CH2:27][CH2:26]2)=[CH:22][CH:21]=1>C(OCC)C>[CH3:1][S:2]([NH:5][C:6]1[CH:7]=[CH:8][C:9]([NH:12][C:13](=[O:17])[C:14]([N:28]2[CH2:29][CH2:30][CH:25]([CH2:24][C:23]3[CH:22]=[CH:21][C:20]([O:19][CH3:18])=[CH:32][CH:31]=3)[CH2:26][CH2:27]2)=[O:16])=[CH:10][CH:11]=1)(=[O:3])=[O:4]. Procedure: The title compound is prepared from N-(4-methanesulfonylamino-phenyl)-oxalamic acid and 4-(4-methoxy-benzyl)-piperidine according to the method described in Example 1c. Melting Point: 206-208° C. (diethylether) The reactants are CS(=O)(=O)OCc1cc(=O)c(OCc2ccccc2)co1, CCCC[N+](CCCC)(CCCC)CCCC, CC#N, CCOC(C)=O, [F-]. The product is O=c1cc(CF)occ1OCc1ccccc1. RXN SMILES: [CH2:1]([c:2]1[cH:3][cH:4][cH:5][cH:6][cH:7]1)[O:8][c:9]1[c:10](=[O:21])[cH:11][c:12]([CH2:15][O:16][S:17]([CH3:18])(=[O:19])=[O:20])[o:13][cH:14]1.[CH3:23][CH2:24][CH2:25][CH2:26][N+:27]([CH2:28][CH2:29][CH2:30][CH3:31])([CH2:32][CH2:33][CH2:34][CH3:35])[CH2:36][CH2:37][CH2:38][CH3:39].[CH3:40][C:41]#[N:42].[CH3:43][CH2:44][O:45][C:46](=[O:47])[CH3:48].[F-:22]>>[CH2:1]([c:2]1[cH:3][cH:4][cH:5][cH:6][cH:7]1)[O:8][c:9]1[c:10](=[O:21])[cH:11][c:12]([CH2:15][F:22])[o:13][cH:14]1. The reactants are NC=1SC(=C(C(C1C#N)C=1OC=CC1)C#N)N (2,6-diamino-4-furan-2-yl-4H-thiopyran-3,5-dicarbonitrile), [OH-].[NH4+] (ammonium hydroxide). Solvent: C(C)O (ethanol). Yields the product NC1=C(C(=C(C(N1)=S)C#N)C=1OC=CC1)C#N (6-amino-4-furan-2-yl-2-thioxo-1,2-dihydro-pyridine-3,5-dicarbonitrile). The yield is 55.3%. Reaction SMILES: [NH2:1][C:2]1[S:3][C:4]([NH2:17])=[C:5]([C:15]#[N:16])[CH:6]([C:10]2[O:11][CH:12]=[CH:13][CH:14]=2)[C:7]=1[C:8]#[N:9].[OH-].[NH4+]>C(O)C>[NH2:1][C:2]1[NH:17][C:4](=[S:3])[C:5]([C:15]#[N:16])=[C:6]([C:10]2[O:11][CH:12]=[CH:13][CH:14]=2)[C:7]=1[C:8]#[N:9] |f:1.2|. Reported procedure: To a stirred solution of 310 mg (1.27 mmol) 2,6-diamino-4-furan-2-yl-4H-thiopyran-3,5-dicarbonitrile in 20 ml ethanol was added 7.5 ml 25% ammonium hydroxide solution and the mixture was heated at reflux for 2 hours. The reaction mixture was then concentrated in vacuo and the residue triturated in ether to afford 170 mg (55%) 6-amino-4-furan-2-yl-2-thioxo-1,2-dihydro-pyridine-3,5-dicarbonitrile as a dark red crystalline solid. EI-MS m/e (%): 242 (M+, 100).